This data is from the Open Reaction Database (ORD), a public repository of structured organic reaction records. The task is: describe an organic reaction: reactants, conditions, products, and yield Reactants: [OH-].[K+] (KOH), C(C)(=O)NC1=CC=C(C=C1)OCC1=NC=CC=C1 (N-acetyl-4-(pyrid-2-ylmethoxy)aniline). Solvent: C(C)O (ethanol). The product is N1=C(C=CC=C1)COC1=CC=C(N)C=C1 (4-(pyrid-2-ylmethoxy)aniline). Reaction SMILES: C([NH:4][C:5]1[CH:10]=[CH:9][C:8]([O:11][CH2:12][C:13]2[CH:18]=[CH:17][CH:16]=[CH:15][N:14]=2)=[CH:7][CH:6]=1)(=O)C.[OH-].[K+]>C(O)C>[N:14]1[CH:15]=[CH:16][CH:17]=[CH:18][C:13]=1[CH2:12][O:11][C:8]1[CH:9]=[CH:10][C:5]([NH2:4])=[CH:6][CH:7]=1 |f:1.2|. Procedure: A suspension of N-acetyl-4-(pyrid-2-ylmethoxy)aniline (116 g; 480 mmol), prepared as in step 1, in 1000 mL 95% ethanol and 130 mL 10M aqueous KOH was refluxed for 2 days. The reaction was concentrated and diluted with water. The mixture was extracted with ethyl acetate. The extracts were dried over magnesium sulfate and concentrated to give 4-(pyrid-2-ylmethoxy)aniline as a brown oil. The reactants are C(C)(=O)O (acetic acid), C(C)(C)(C)C1=C(C(=CC(=C1)COC)C(C)(C)C)O (2,6-di-tert.butyl-4-methoxymethylphenol), [OH-].[K+] (KOH), C(C(C)C)=O (isobutyraldehyde). Run in CO (methanol). The product is CC(C=O)(CC1=CC(=C(C(=C1)C(C)(C)C)O)C(C)(C)C)C (2,2-dimethyl-3-(3,5-di-tert.butyl-4-hydroxyphenyl) propionaldehyde). The yield is 98.1%. RXN SMILES: [C:1]([C:5]1[CH:10]=[C:9]([CH2:11]OC)[CH:8]=[C:7]([C:14]([CH3:17])([CH3:16])[CH3:15])[C:6]=1[OH:18])([CH3:4])([CH3:3])[CH3:2].[OH-].[K+].[CH:21](=[O:25])[CH:22]([CH3:24])[CH3:23].C(O)(=O)C>CO>[CH3:23][C:22]([CH3:24])([CH2:11][C:9]1[CH:10]=[C:5]([C:1]([CH3:2])([CH3:4])[CH3:3])[C:6]([OH:18])=[C:7]([C:14]([CH3:17])([CH3:15])[CH3:16])[CH:8]=1)[CH:21]=[O:25] |f:1.2|. Procedure: A solution of 25 grams (0.1 mole) of 2,6-di-tert.butyl-4-methoxymethylphenol and one gram (0.015 mole) of KOH in 100 milliliters of methanol was heated to 60° C. 9 grams (0.125 moles) of isobutyraldehyde was added to the solution during a period of 10 minutes and the reaction mixture was heated under reflux for 3 hours. After the mixture had cooled to room temperature it was poured into 125 milliliters of 1% acetic acid. The solid that precipitated was filtered off and allowed to dry. There was ... Product: CC(C)CCNC(=O)C(c1ccccc1)c1ccccc1. RXN SMILES: [CH3:17][CH:18]([CH2:19][CH2:20][NH2:21])[CH3:22].[c:1]1([CH:7]([C:8](=[O:9])[Cl:10])[c:11]2[cH:12][cH:13][cH:14][cH:15][cH:16]2)[cH:2][cH:3][cH:4][cH:5][cH:6]1>>[c:1]1([CH:7]([C:8](=[O:9])[NH:21][CH2:20][CH2:19][CH:18]([CH3:17])[CH3:22])[c:11]2[cH:12][cH:13][cH:14][cH:15][cH:16]2)[cH:2][cH:3][cH:4][cH:5][cH:6]1. Starting materials: CC(C)CCN, O=C(Cl)C(c1ccccc1)c1ccccc1. The reactants are Br, CCOC(=O)C(Cc1ccc(OCc2ccccc2)cc1)Oc1ccc(F)cc1, CC(=O)O. Product: CCOC(=O)C(Cc1ccc(O)cc1)Oc1ccc(F)cc1. RXN SMILES: [BrH:30].[CH2:1]([c:2]1[cH:3][cH:4][cH:5][cH:6][cH:7]1)[O:8][c:9]1[cH:10][cH:11][c:12]([CH2:15][CH:16]([C:17](=[O:18])[O:19][CH2:20][CH3:21])[O:22][c:23]2[cH:24][cH:25][c:26]([F:29])[cH:27][cH:28]2)[cH:13][cH:14]1.[CH3:31][C:32](=[O:33])[OH:34]>>[OH:8][c:9]1[cH:10][cH:11][c:12]([CH2:15][CH:16]([C:17](=[O:18])[O:19][CH2:20][CH3:21])[O:22][c:23]2[cH:24][cH:25][c:26]([F:29])[cH:27][cH:28]2)[cH:13][cH:14]1. Starting materials: CC1(C)OC(=O)C=C(CC(=O)CCl)O1, [N-]=[N+]=[N-], [Na+], CN(C)C=O, O. Product: CC1(C)OC(=O)C=C(CC(=O)CN=[N+]=[N-])O1. RXN SMILES: [CH3:10][C:11]1([CH3:23])[O:12][C:13]([CH2:18][C:19]([CH2:20][Cl:21])=[O:22])=[CH:14][C:15](=[O:17])[O:16]1.[N-:2]=[N+:3]=[N-:4].[Na+:1].[O:5]=[CH:6][N:7]([CH3:8])[CH3:9].[OH2:24]>>[N:2](=[N+:3]=[N-:4])[CH2:20][C:19]([CH2:18][C:13]1=[CH:14][C:15](=[O:17])[O:16][C:11]([CH3:10])([CH3:23])[O:12]1)=[O:22].